This data is from the Open Reaction Database (ORD), a public repository of structured organic reaction records. The task is: describe an organic reaction: reactants, conditions, products, and yield Isolated yield 22.8%. Reactants: C(\C=C\C(=O)O)(=O)O.C(\C=C\C(=O)O)(=O)O.OC(C)C1=CC=C(C=C1)N1CCC(CC1)N(CCC1=CC=CC=C1)C (1-(4-(1-hydroxyethyl)phenyl)-4-(N-methyl-N-(2-phenylethyl)amino)piperidine difumarate), C(C)[SiH](CC)CC (triethylsilane), FC(C(=O)O)(F)F (trifluoroacetic acid), [OH-].[Na+] (sodium hydroxide). The solvent is O (water). Reaction conditions: temperature 60 celsius. Procedure details: A mixture of 5.1 g (15 mmol) of the product from Example 13, 2.6 g (22.5 mmol) of triethylsilane and 17.1 g (15 mmol) of trifluoroacetic acid was heated at 60° C. for 2 hours. The mixture was then poured into water, made alkaline with 4M sodium hydroxide solution and extracted with methylene chloride. The organic phase was separated off, dried and evaporated in a rotary evaporator. The resulting residue was purifed by chromatography on silica gel (eluent: toluene/acetone=2/1). The oily product c... Reaction SMILES: [C:1]([OH:8])(=[O:7])/[CH:2]=[CH:3]/[C:4]([OH:6])=[O:5].C(O)(=O)/C=C/C(O)=O.O[CH:18]([C:20]1[CH:25]=[CH:24][C:23]([N:26]2[CH2:31][CH2:30][CH:29]([N:32]([CH3:41])[CH2:33][CH2:34][C:35]3[CH:40]=[CH:39][CH:38]=[CH:37][CH:36]=3)[CH2:28][CH2:27]2)=[CH:22][CH:21]=1)[CH3:19].C([SiH](CC)CC)C.FC(F)(F)C(O)=O.[OH-].[Na+]>O>[C:1]([OH:8])(=[O:7])/[CH:2]=[CH:3]/[C:4]([OH:6])=[O:5].[CH2:18]([C:20]1[CH:21]=[CH:22][C:23]([N:26]2[CH2:27][CH2:28][CH:29]([N:32]([CH3:41])[CH2:33][CH2:34][C:35]3[CH:36]=[CH:37][CH:38]=[CH:39][CH:40]=3)[CH2:30][CH2:31]2)=[CH:24][CH:25]=1)[CH3:19] |f:0.1.2,5.6,8.9|. The product is C(\C=C\C(=O)O)(=O)O.C(C)C1=CC=C(C=C1)N1CCC(CC1)N(CCC1=CC=CC=C1)C (1-(4-ethylphenyl)-4-(N-methyl-N-(2-phenylethyl)amino)piperidine fumarate).